Dataset: the Open Reaction Database (ORD), a public repository of structured organic reaction records. Task: describe an organic reaction: reactants, conditions, products, and yield The reactants are ClC=1C=C(C(=C(C(=O)O)C1)C)[N+](=O)[O-] (5-chloro-2-methyl-3-nitrobenzoic acid), C([O-])([O-])=O.[Na+].[Na+] (sodium carbonate), CI (methyl iodide). Solvent: CN(C)C=O (DMF). Run at temperature 60 celsius. Product: ClC=1C=C(C(=C(C(=O)OC)C1)C)[N+](=O)[O-] (methyl 5-chloro-2-methyl-3-nitrobenzoate). Isolated yield 63927.7%. RXN SMILES: [Cl:1][C:2]1[CH:3]=[C:4]([N+:12]([O-:14])=[O:13])[C:5]([CH3:11])=[C:6]([CH:10]=1)[C:7]([OH:9])=[O:8].[C:15](=O)([O-])[O-].[Na+].[Na+].CI>CN(C=O)C>[Cl:1][C:2]1[CH:3]=[C:4]([N+:12]([O-:14])=[O:13])[C:5]([CH3:11])=[C:6]([CH:10]=1)[C:7]([O:9][CH3:15])=[O:8] |f:1.2.3|. Procedure: To a solution of 5-chloro-2-methyl-3-nitrobenzoic acid (23.5 g, 0.109 mmol) in DMF (120 mL) was added sodium carbonate (46.21, 0.436 mmol) and methyl iodide (27.2 mL, 0.43 mmol) at room temperature. The reaction mixture was heated at 60° C. for 3 h. After complete consumption of starting material the reaction mixture was filtered and the residue washed with ethyl acetate. The filtrate was concentrated under reduced pressure and the crude product purified by column chromatography to provide the d...